Dataset: the Open Reaction Database (ORD), a public repository of structured organic reaction records. Task: describe an organic reaction: reactants, conditions, products, and yield Starting materials: CN(S(=O)(=O)CC(=O)OC)C1=CC=CC=C1 (methyl {[methyl(phenyl)amino]sulfonyl}acetate), CC(C)([O-])C.[Na+] (Sodium tert-butoxide), F[B-](F)(F)F.C(C)(C)(C)[PH+](C(C)(C)C)C(C)(C)C (tri-t-butylphosphonium tetrafluoroborate), BrC=1C=CC2=C(C(C=3C(=NC=C(C3)Cl)C=C2)=O)C1 (7-bromo-3-chloro-5H-benzo[4,5]cyclohepta[1,2-b]pyridin-5-one). The reagents and catalysts are C(C)(=O)[O-].[Pd+2].C(C)(=O)[O-] (palladium(II) acetate). The solvent is O1CCOCC1 (dioxane). Reaction conditions: temperature 90 celsius, time 15 minute. The product is ClC=1C=C2C(=NC1)C=CC1=C(C2=O)C=C(C=C1)C(C(=O)OC)S(=O)(=O)N(C1=CC=CC=C1)C (Methyl (3-chloro-5-oxo-5H-benzo[4,5]cyclohepta[1,2-b]pyridin-7-yl){[methyl(phenyl)amino]sulfonyl}acetate). As a reaction SMILES: CC(C)([O-])C.[Na+].[CH3:7][N:8]([C:17]1[CH:22]=[CH:21][CH:20]=[CH:19][CH:18]=1)[S:9]([CH2:12][C:13]([O:15][CH3:16])=[O:14])(=[O:11])=[O:10].Br[C:24]1[CH:25]=[CH:26][C:27]2[CH:38]=[CH:37][C:31]3=[N:32][CH:33]=[C:34]([Cl:36])[CH:35]=[C:30]3[C:29](=[O:39])[C:28]=2[CH:40]=1.F[B-](F)(F)F.C([PH+](C(C)(C)C)C(C)(C)C)(C)(C)C>C([O-])(=O)C.[Pd+2].C([O-])(=O)C.O1CCOCC1>[Cl:36][C:34]1[CH:35]=[C:30]2[C:29](=[O:39])[C:28]3[CH:40]=[C:24]([CH:12]([S:9]([N:8]([CH3:7])[C:17]4[CH:22]=[CH:21][CH:20]=[CH:19][CH:18]=4)(=[O:10])=[O:11])[C:13]([O:15][CH3:16])=[O:14])[CH:25]=[CH:26][C:27]=3[CH:38]=[CH:37][C:31]2=[N:32][CH:33]=1 |f:0.1,4.5,6.7.8|. Reported procedure: Sodium tert-butoxide (8.99 g, 94 mmol) was added in one portion to a 250 mL flask containing methyl {[methyl(phenyl)amino]sulfonyl}acetate (7.59 g, 31.2 mmol) and dioxane (125 ml) at room temperature. After 15 min., 7-bromo-3-chloro-5H-benzo[4,5]cyclohepta[1,2-b]pyridin-5-one (10.00 g, 31.2 mmol) was added followed by palladium(II) acetate (0.350 g, 1.560 mmol) and tri-t-butylphosphonium tetrafluoroborate (1.358 g, 4.68 mmol). The resulting suspension was degassed by sparging with nitrogen for 3... Reactants: N-Aryl-benzenesulfonamides, NC1=C(C=C(C=C1)Br)C(=O)C1=CC=NC=C1 ((2-Amino-5-bromo-phenyl)-pyridin-4-yl-methanone), C(C)(C)OC1=CC=C(C=C1)S(=O)(=O)Cl (4-Isopropoxy-benzenesulfonyl chloride). Product: BrC1=CC(=C(C=C1)NS(=O)(=O)C1=CC=C(C=C1)OC(C)C)C(=O)C1=CC=NC=C1 (N-[4-Bromo-2-(pyridine-4-carbonyl)-phenyl]-4-isopropoxy-benzenesulfonamide). Reaction SMILES: [NH2:1][C:2]1[CH:7]=[CH:6][C:5]([Br:8])=[CH:4][C:3]=1[C:9]([C:11]1[CH:16]=[CH:15][N:14]=[CH:13][CH:12]=1)=[O:10].[CH:17]([O:20][C:21]1[CH:26]=[CH:25][C:24]([S:27](Cl)(=[O:29])=[O:28])=[CH:23][CH:22]=1)([CH3:19])[CH3:18]>>[Br:8][C:5]1[CH:6]=[CH:7][C:2]([NH:1][S:27]([C:24]2[CH:23]=[CH:22][C:21]([O:20][CH:17]([CH3:19])[CH3:18])=[CH:26][CH:25]=2)(=[O:29])=[O:28])=[C:3]([C:9]([C:11]2[CH:16]=[CH:15][N:14]=[CH:13][CH:12]=2)=[O:10])[CH:4]=1. Procedure details: The title compound was prepared according to the general procedure for the synthesis of N-Aryl-benzenesulfonamides previously described using 138 mg of (2-Amino-5-bromo-phenyl)-pyridin-4-yl-methanone and 117 mg of 4-Isopropoxy-benzenesulfonyl chloride. 1H-NMR (400 MHz, CDCl3): δ 1.31 (d, 6H, J=6 Hz), 4.49 (q,1H, J=6.0 Hz), 6.73 (d, 2H, J=6.8 Hz), 7.39 (m, 3H), 7.63-7.70 (m, 4H), 8.82 (d, 2H, J=6.0 Hz), 9.99 (s, 1H). MS:m/z 476.0 (M++1). Reactants: C(C)B(CC)CC (triethylborane), ClC1=C(C=C(C=C1)NC(=O)C1=CC2=C(OC(O2)(F)F)C=C1)C(NC=1C=NC(=NC1)NC1=CC=C(C=C1)N1CCN(CC1)C)=O (N-(4-chloro-3-((2-(4-(4-methylpiperazin-1-yl)phenylamino)pyrimidin-5-yl)carbamoyl)phenyl)-2,2-difluorobenzo[d][1,3]dioxole-5-carboxamide), C1(CCCCC1)P(C1=C(C=CC=C1)C1=C(C=CC=C1OC)OC)C1CCCCC1 (2-(dicyclohexylphosphino)-2′,6′-dimethoxy-1,1′-biphenyl), P(=O)([O-])([O-])[O-].[K+].[K+].[K+] (potassium phosphate). The reagents and catalysts are C(C)(=O)[O-].[Pd+2].C(C)(=O)[O-] (palladium(II) acetate). Run in CN(C)C=O (DMF). Reaction conditions: temperature 100 celsius, time 6 hour. Product: C(C)C1=C(C=C(C=C1)NC(=O)C1=CC2=C(OC(O2)(F)F)C=C1)C(NC=1C=NC(=NC1)NC1=CC=C(C=C1)N1CCN(CC1)C)=O (N-(4-ethyl-3-((2-(4-(4-methylpiperazin-1-yl)phenylamino)pyrimidin-5-yl)carbamoyl)phenyl)-2,2-difluorobenzo[d][1,3]dioxole-5-carboxamide). RXN SMILES: Cl[C:2]1[CH:7]=[CH:6][C:5]([NH:8][C:9]([C:11]2[CH:21]=[CH:20][C:14]3[O:15][C:16]([F:19])([F:18])[O:17][C:13]=3[CH:12]=2)=[O:10])=[CH:4][C:3]=1[C:22](=[O:44])[NH:23][C:24]1[CH:25]=[N:26][C:27]([NH:30][C:31]2[CH:36]=[CH:35][C:34]([N:37]3[CH2:42][CH2:41][N:40]([CH3:43])[CH2:39][CH2:38]3)=[CH:33][CH:32]=2)=[N:28][CH:29]=1.[CH:45]1(P(C2CCCCC2)C2C=CC=CC=2C2C(OC)=CC=CC=2OC)CCCC[CH2:46]1.P([O-])([O-])([O-])=O.[K+].[K+].[K+].C(B(CC)CC)C>C([O-])(=O)C.[Pd+2].C([O-])(=O)C.CN(C=O)C>[CH2:45]([C:2]1[CH:7]=[CH:6][C:5]([NH:8][C:9]([C:11]2[CH:21]=[CH:20][C:14]3[O:15][C:16]([F:19])([F:18])[O:17][C:13]=3[CH:12]=2)=[O:10])=[CH:4][C:3]=1[C:22](=[O:44])[NH:23][C:24]1[CH:25]=[N:26][C:27]([NH:30][C:31]2[CH:36]=[CH:35][C:34]([N:37]3[CH2:42][CH2:41][N:40]([CH3:43])[CH2:39][CH2:38]3)=[CH:33][CH:32]=2)=[N:28][CH:29]=1)[CH3:46] |f:2.3.4.5,7.8.9|. Procedure details: A resealable tube was charged with N-(4-chloro-3-((2-(4-(4-methylpiperazin-1-yl)phenylamino)pyrimidin-5-yl)carbamoyl)phenyl)-2,2-difluorobenzo[d][1,3]dioxole-5-carboxamide 38 (0.050 g, 0.080 mmol), palladium(II) acetate (0.0018 g, 0.0080 mmol), 2-(dicyclohexylphosphino)-2′,6′-dimethoxy-1,1′-biphenyl (0.0066 g, 0.016 mmol), potassium phosphate (0.068 g, 0.32 mmol), and DMF (2.0 mL). A solution of triethylborane (0.12 mL, 0.12 mmol) (1M in THF) was added. The reaction tube was evacuated and purged... Reactants: O (water), [H-].[Na+] (sodium hydride), CI (methyl iodide), OC=1C=C2C(=C(N(C2=CC1)C)COC)C(=O)OC (5-Hydroxy-3-methoxycarbonyl-2-methoxymethyl-l-methylindole). The solvent is CN(C=O)C (dimethylformamide). Conditions: temperature 50 celsius. Yields the product COC=1C=C2C(=C(N(C2=CC1)C)COC)C(=O)OC (5-Methoxy-3-methoxycarbonyl-2-methoxymethyl-1-methylindole). Isolated yield 89.6%. RXN SMILES: [OH:1][C:2]1[CH:3]=[C:4]2[C:8](=[CH:9][CH:10]=1)[N:7]([CH3:11])[C:6]([CH2:12][O:13][CH3:14])=[C:5]2[C:15]([O:17][CH3:18])=[O:16].[H-].[Na+].[CH3:21]I.O>CN(C)C=O>[CH3:21][O:1][C:2]1[CH:3]=[C:4]2[C:8](=[CH:9][CH:10]=1)[N:7]([CH3:11])[C:6]([CH2:12][O:13][CH3:14])=[C:5]2[C:15]([O:17][CH3:18])=[O:16] |f:1.2|. Procedure: 14.9 g of 5-hydroxy-3-methoxycarbonyl-2-methoxymethyl-1-methylindole (59.8 mmol) obtained in Example 1 was dissolved in 150 ml of anhydrous dimethylformamide, and the solution was stirred in a stream of nitrogen under ice cooling. To this were added 2.63 g (65.8 mmol) of sodium hydride (60% oil dispersion) and 4.1 ml (65.9 mmol) of methyl iodide in that order. After 2 hours of heating at 50° C., the resulting reaction mixture was cooled down, mixed with water and then extracted with ethyl acetat... Starting materials: CCOC(=O)c1cn2cccc(C(=O)OCC)c2n1, [Na+], [OH-], O, O=[N+]([O-])O, O=S(=O)(O)O. The product is CCOC(=O)c1nc2c(C(=O)OCC)cccn2c1[N+](=O)[O-]. RXN SMILES: [CH2:1]([CH3:2])[O:3][C:4](=[O:5])[c:6]1[n:7][c:8]2[n:9]([cH:10][cH:11][cH:12][c:13]2[C:14](=[O:15])[O:16][CH2:17][CH3:18])[cH:19]1.[Na+:26].[OH-:25].[OH2:24].[OH:20][N+:21]([O-:22])=[O:23].[S:27](=[O:28])(=[O:29])([OH:30])[OH:31]>>[CH2:1]([CH3:2])[O:3][C:4](=[O:5])[c:6]1[n:7][c:8]2[n:9]([cH:10][cH:11][cH:12][c:13]2[C:14](=[O:15])[O:16][CH2:17][CH3:18])[c:19]1[N+:21](=[O:20])[O-:22]. Reactants: CC(C)(C)O, CCOC(=O)c1ccc2c(C=O)c(C(C)C)n(Cc3ncco3)c2c1, CC=C(C)C, [O-][Cl+][O-], [Na+], O. Product: CCOC(=O)c1ccc2c(C(=O)O)c(C(C)C)n(Cc3ncco3)c2c1. As a reaction SMILES: [C:30]([OH:31])([CH3:32])([CH3:33])[CH3:34].[CH2:1]([CH3:2])[O:3][C:4](=[O:5])[c:6]1[cH:7][cH:8][c:9]2[c:10]([CH:24]=[O:25])[c:11]([CH:21]([CH3:22])[CH3:23])[n:12]([CH2:15][c:16]3[o:17][cH:18][cH:19][n:20]3)[c:13]2[cH:14]1.[CH3:35][C:36](=[CH:37][CH3:38])[CH3:39].[Cl+:26]([O-:27])[O-:28].[Na+:29].[OH2:40]>>[CH2:1]([CH3:2])[O:3][C:4](=[O:5])[c:6]1[cH:7][cH:8][c:9]2[c:10]([C:24](=[O:25])[OH:27])[c:11]([CH:21]([CH3:22])[CH3:23])[n:12]([CH2:15][c:16]3[o:17][cH:18][cH:19][n:20]3)[c:13]2[cH:14]1. The reactants are O=C(Cl)C(=O)Cl, C1CCOC1, O=C(O)c1ccc(OCc2cccc(Cl)c2)c(Cl)c1, CN(C)C=O. Product: O=C(Cl)c1ccc(OCc2cccc(Cl)c2)c(Cl)c1. RXN SMILES: [C:20]([Cl:21])(=[O:22])[C:24]([Cl:23])=[O:25].[CH2:31]1[O:32][CH2:33][CH2:34][CH2:35]1.[Cl:1][c:2]1[cH:3][c:4]([CH2:5][O:6][c:7]2[c:8]([Cl:16])[cH:9][c:10]([C:11](=[O:12])[OH:13])[cH:14][cH:15]2)[cH:17][cH:18][cH:19]1.[O:26]=[CH:27][N:28]([CH3:29])[CH3:30]>>[Cl:1][c:2]1[cH:3][c:4]([CH2:5][O:6][c:7]2[c:8]([Cl:16])[cH:9][c:10]([C:11](=[O:12])[Cl:23])[cH:14][cH:15]2)[cH:17][cH:18][cH:19]1. Reactants: C#Cc1ccc2cc(OCCCN3CCOCC3)ccc2c1, [Cu]I, CN(C)C=O, Cl[Pd]Cl, c1ccc(P(c2ccccc2)c2ccccc2)cc1, c1ccc(P(c2ccccc2)c2ccccc2)cc1, COC(=O)c1nc(N2CCc3cccc(C(=O)N(COCC[Si](C)(C)C)c4nc5ccccc5s4)c3C2)sc1I. The product is COC(=O)c1nc(N2CCc3cccc(C(=O)N(COCC[Si](C)(C)C)c4nc5ccccc5s4)c3C2)sc1C#Cc1ccc2cc(OCCCN3CCOCC3)ccc2c1. As a reaction SMILES: [C:41](#[CH:42])[c:43]1[cH:44][c:45]2[cH:46][cH:47][c:48]([O:53][CH2:54][CH2:55][CH2:56][N:57]3[CH2:58][CH2:59][O:60][CH2:61][CH2:62]3)[cH:49][c:50]2[cH:51][cH:52]1.[Cu:109][I:110].[O:63]=[CH:64][N:65]([CH3:66])[CH3:67].[Pd:68]([Cl:69])[Cl:70].[c:71]1([P:72]([c:73]2[cH:74][cH:75][cH:76][cH:77][cH:78]2)[c:79]2[cH:80][cH:81][cH:82][cH:83][cH:84]2)[cH:85][cH:86][cH:87][cH:88][cH:89]1.[c:90]1([P:91]([c:92]2[cH:93][cH:94][cH:95][cH:96][cH:97]2)[c:98]2[cH:99][cH:100][cH:101][cH:102][cH:103]2)[cH:104][cH:105][cH:106][cH:107][cH:108]1.[s:1]1[c:2]([N:10]([C:11](=[O:12])[c:13]2[cH:14][cH:15][cH:16][c:17]3[c:22]2[CH2:21][N:20]([c:23]2[s:24][c:25]([I:32])[c:26]([C:28](=[O:29])[O:30][CH3:31])[n:27]2)[CH2:19][CH2:18]3)[CH2:33][O:34][CH2:35][CH2:36][Si:37]([CH3:38])([CH3:39])[CH3:40])[n:3][c:4]2[c:5]1[cH:6][cH:7][cH:8][cH:9]2>>[s:1]1[c:2]([N:10]([C:11](=[O:12])[c:13]2[cH:14][cH:15][cH:16][c:17]3[c:22]2[CH2:21][N:20]([c:23]2[s:24][c:25]([C:42]#[C:41][c:43]4[cH:44][c:45]5[cH:46][cH:47][c:48]([O:53][CH2:54][CH2:55][CH2:56][N:57]6[CH2:58][CH2:59][O:60][CH2:61][CH2:62]6)[cH:49][c:50]5[cH:51][cH:52]4)[c:26]([C:28](=[O:29])[O:30][CH3:31])[n:27]2)[CH2:19][CH2:18]3)[CH2:33][O:34][CH2:35][CH2:36][Si:37]([CH3:38])([CH3:39])[CH3:40])[n:3][c:4]2[c:5]1[cH:6][cH:7][cH:8][cH:9]2. Reactants: C(C(C)(C)C)(=O)OC (methyl pivalate), [H-].[Na+] (sodium hydride), CO (methanol), C(CC)#N (propionitrile). Run in C1(=CC=CC=C1)C (toluene). The product is CC(C#N)C(C(C)(C)C)=O (2,4,4-Trimethyl-3-oxopentanenitrile). Reaction SMILES: [C:1]([O:7]C)(=O)[C:2]([CH3:5])([CH3:4])[CH3:3].[H-].[Na+].CO.[C:13](#[N:16])[CH2:14][CH3:15]>C1(C)C=CC=CC=1>[CH3:15][CH:14]([C:1](=[O:7])[C:2]([CH3:5])([CH3:4])[CH3:3])[C:13]#[N:16] |f:1.2|. Reported procedure: 234.6 grams (2 moles) of methyl pivalate and 120 grams (2 moles) of sodium hydride (80 weight % suspension in white oil) were heated to 90° C. in 1500 ml of dry toluene. There were dropped in at this temperature after addition of 1 ml of methanol 233.3 grams (2 moles) of propionitrile within 2.5 hours. After the end of the development of hydrogen the suspension was extracted with a total of 1200 ml of water and after phase separation the aqueous phase was acidified with concentrated HCl to a pH ... Starting materials: C(C)(C)(C)OC(N[C@@H](C(C)(C)O)C)=O (((R)-2-hydroxy-1,2-dimethyl-propyl)-carbamic acid tert-butyl ester), CCN(CC)S(F)(F)F (DAST). Run in ClCCl (dichloromethane). Reaction conditions: temperature -76 celsius, time 1.5 hour. Product: C(C)(C)(C)OC(N[C@@H](C(C)(C)F)C)=O (((R)-2-fluoro-1,2-dimethyl-propyl)-carbamic acid tert-butyl ester). Isolated yield 110.2%. Reaction SMILES: [C:1]([O:5][C:6](=[O:14])[NH:7][C@H:8]([CH3:13])[C:9](O)([CH3:11])[CH3:10])([CH3:4])([CH3:3])[CH3:2].CCN(S(F)(F)[F:21])CC>ClCCl>[C:1]([O:5][C:6](=[O:14])[NH:7][C@H:8]([CH3:13])[C:9]([F:21])([CH3:11])[CH3:10])([CH3:4])([CH3:3])[CH3:2]. Reported procedure: In a dry round-bottomed flask, ((R)-2-hydroxy-1,2-dimethyl-propyl)-carbamic acid tert-butyl ester (534 mg, 2.36 mmol) was dissolved in dichloromethane (22 ml). The solution was cooled to −76° C. and DAST (0.34 ml, 2.57 mmol) was added dropwise. The reaction mixture was stirred at −76° C. for 1.5 h then quenched with saturated aqueous NaHCO3 (5 mL), warmed to room temperature and extracted with dichloromethane (2×). The organic layers were combined, dried over sodium sulfate, filtered and concent...